From a dataset of the Open Reaction Database (ORD), a public repository of structured organic reaction records. describe an organic reaction: reactants, conditions, products, and yield Reactants: CCC(Oc1ccc2c(-c3ccccc3F)csc2c1Cl)C(=O)[O-], CCO, [Na+], [OH-]. The product is O=C(O)COc1ccc2c(-c3ccccc3F)csc2c1Cl. Reaction SMILES: [CH2:1]([CH3:2])[CH:3]([C:4](=[O:5])[O-:6])[O:7][c:8]1[cH:9][cH:10][c:11]2[c:12]([s:13][cH:14][c:15]2-[c:16]2[c:17]([F:22])[cH:18][cH:19][cH:20][cH:21]2)[c:23]1[Cl:24].[CH3:27][CH2:28][OH:29].[Na+:26].[OH-:25]>>[CH2:3]([C:4](=[O:5])[OH:6])[O:7][c:8]1[cH:9][cH:10][c:11]2[c:12]([s:13][cH:14][c:15]2-[c:16]2[c:17]([F:22])[cH:18][cH:19][cH:20][cH:21]2)[c:23]1[Cl:24].